describe an organic reaction: reactants, conditions, products, and yield From a dataset of the Open Reaction Database (ORD), a public repository of structured organic reaction records. Reactants: [OH-].[Na+] (NaOH), Cl.NCCC1=CC=C(C=C1)O (Tyramine hydrochloride), C1=CC2=C(C=C1N)C(=O)OC23C4=C(C=C(C=C4)O)OC5=C3C=CC(=C5)O (5-aminofluorescein), CCN=C=NCCCN(C)C.Cl (EDC.HCl). Reaction SMILES: Cl.[NH2:2][CH2:3][CH2:4][C:5]1[CH:10]=[CH:9][C:8]([OH:11])=[CH:7][CH:6]=1.C1C(N)=CC2[C:19]([O:21]C3(C4C=CC(O)=CC=4OC4C=C(O)C=CC3=4)C=2C=1)=[O:20].CCN=C=NCCCN(C)C.Cl.[OH-].[Na+]>>[NH2:2][C@H:3]([C:19]([OH:21])=[O:20])[CH2:4][C:5]1[CH:10]=[CH:9][C:8]([OH:11])=[CH:7][CH:6]=1 |f:0.1,3.4,5.6|. Yields the product N[C@@H](CC1=CC=C(C=C1)O)C(=O)O (Tyr). Conditions: time 8 hour. Procedure details: HA (1 g, 2.5 mmol) was dissolved in 100 ml of distilled water, forming an initial solution. Tyramine hydrochloride (162 mg, 0.93 mmol) and 5-aminofluorescein (81 mg, 0.23 mmol in 1.62 ml DMSO) were added to this solution. EDC.HCl (479 mg, 2.5 mmol) and NHS (290 mg, 2.5 mmol) were then added and the pH of the mixture was maintained at 4.7 with 0.1 M NaOH. The solution was stirred overnight at room temperature and then brought to pH 7.0. The solution was next filtered with grade 1 Whatman™ cellulo... The reactants are CC(=O)OC(C)=O, CCO, Clc1cc(N2CCNCC2)cc(Cl)c1Cl. Yields the product CC(=O)N1CCN(c2cc(Cl)c(Cl)c(Cl)c2)CC1. Reaction SMILES: [CH3:16][C:17](=[O:18])[O:19][C:20](=[O:21])[CH3:22].[CH3:23][CH2:24][OH:25].[Cl:1][c:2]1[cH:3][c:4]([N:10]2[CH2:11][CH2:12][NH:13][CH2:14][CH2:15]2)[cH:5][c:6]([Cl:9])[c:7]1[Cl:8]>>[Cl:1][c:2]1[cH:3][c:4]([N:10]2[CH2:11][CH2:12][N:13]([C:17]([CH3:16])=[O:18])[CH2:14][CH2:15]2)[cH:5][c:6]([Cl:9])[c:7]1[Cl:8]. Reactants: CC(C)(C)OC(=O)NC(=S)NC(=O)OC(C)(C)C, N#Cc1cccnc1-c1cccc(N)c1, C[n+]1ccccc1Cl, CCN(C(C)C)C(C)C, ClCCl, [I-]. Product: CC(C)(C)OC(=O)NC(=Nc1cccc(-c2ncccc2C#N)c1)NC(=O)OC(C)(C)C. As a reaction SMILES: [C:16]([CH3:17])([CH3:18])([CH3:19])[O:20][C:21](=[O:22])[NH:23][C:24](=[S:25])[NH:26][C:27](=[O:28])[O:29][C:30]([CH3:31])([CH3:32])[CH3:33].[C:1](#[N:2])[c:3]1[c:4](-[c:9]2[cH:10][c:11]([NH2:12])[cH:13][cH:14][cH:15]2)[n:5][cH:6][cH:7][cH:8]1.[CH3:44][n+:45]1[cH:46][cH:47][cH:48][cH:49][c:50]1[Cl:51].[CH:34]([N:35]([CH:36]([CH3:37])[CH3:38])[CH2:39][CH3:40])([CH3:41])[CH3:42].[Cl:52][CH2:53][Cl:54].[I-:43]>>[C:1](#[N:2])[c:3]1[c:4](-[c:9]2[cH:10][c:11]([N:12]=[C:24]([NH:23][C:21]([O:20][C:16]([CH3:17])([CH3:18])[CH3:19])=[O:22])[NH:26][C:27](=[O:28])[O:29][C:30]([CH3:31])([CH3:32])[CH3:33])[cH:13][cH:14][cH:15]2)[n:5][cH:6][cH:7][cH:8]1. Starting materials: C(N)(=S)NC1=CC=C(C=C1)[C@H](C(=O)OC)C (methyl (2R)-2-[4-(carbamothioylamino)phenyl]propanoate), BrCC(C(F)(F)F)=O (3-bromo-1,1,1-trifluoro-propan-2-one). The solvent is O1CCOCC1 (dioxane). Product: FC(C=1N=C(SC1)NC1=CC=C(C=C1)[C@H](C(=O)OC)C)(F)F (methyl (2R)-2-(4-{[4-(trifluoromethyl)-1,3-thiazol-2-yl]amino}phenyl)propanoate). Yield: 80.0%. RXN SMILES: [C:1]([NH:4][C:5]1[CH:10]=[CH:9][C:8]([C@@H:11]([CH3:16])[C:12]([O:14][CH3:15])=[O:13])=[CH:7][CH:6]=1)(=[S:3])[NH2:2].Br[CH2:18][C:19](=O)[C:20]([F:23])([F:22])[F:21]>O1CCOCC1>[F:21][C:20]([F:23])([F:22])[C:19]1[N:2]=[C:1]([NH:4][C:5]2[CH:6]=[CH:7][C:8]([C@@H:11]([CH3:16])[C:12]([O:14][CH3:15])=[O:13])=[CH:9][CH:10]=2)[S:3][CH:18]=1. Procedure details: A solution of methyl (2R)-2-[4-(carbamothioylamino)phenyl]propanoate (10.7 g, 0.0484 mol) in dioxane (200 ml) was treated at room temperature with 3-bromo-1,1,1-trifluoro-propan-2-one (5 ml, 0.0484 mol) and the resulting mixture was refluxed for 2 h. After cooling at room temperature, the solvent was evaporated under vacuum, the crude diluted with CH2Cl2 (200 ml) and washed with a saturated NaHCO3 aqueous solution (3×100 ml), dried over anhydrous Na2SO4 and evaporated to give pure methyl (2R)-2-...